Dataset: the Open Reaction Database (ORD), a public repository of structured organic reaction records. Task: describe an organic reaction: reactants, conditions, products, and yield Starting materials: O (water), Cl (hydrochloric acid), C(C)C1=CC2=C(N(C(N(C2=O)CC(C2=CC=CC=C2)=O)=O)CC2=CC=C(C=C2)C2=C(C=CC=C2)C2=NOC(N2)=O)S1 (6-ethyl-1-{[2′-(5-oxo-4,5-dihydro-1,2,4-oxadiazol-3-yl)biphenyl-4-yl]methyl}-3-(2-oxo-2-phenylethyl)thieno[2,3-d]pyrimidine-2,4(1H,3H)-dione), Cl.NOCC=C (3-(aminooxy)prop-1-ene hydrochloride), N1=CC=CC=C1 (pyridine). Solvent: C(Cl)(Cl)Cl (chloroform), C(C)O (ethanol). Conditions: temperature 100 celsius, time 16 hour. The product is C(C)C1=CC2=C(N(C(N(C2=O)CC(C2=CC=CC=C2)=NOC)=O)CC2=CC=C(C=C2)C2=C(C=CC=C2)C2=NOC(N2)=O)S1 (6-ethyl-3-[2-(methoxyimino)-2-phenylethyl]-1-{[2′-(5-oxo-4,5-dihydro-1,2,4-oxadiazol-3-yl)biphenyl-4-yl]methyl}thieno[2,3-d]pyrimidine-2,4(1H,3H)-dione), mixture. The yield is 74.0%. RXN SMILES: [CH2:1]([C:3]1[S:41][C:6]2[N:7]([CH2:22][C:23]3[CH:28]=[CH:27][C:26]([C:29]4[CH:34]=[CH:33][CH:32]=[CH:31][C:30]=4[C:35]4[NH:39][C:38](=[O:40])[O:37][N:36]=4)=[CH:25][CH:24]=3)[C:8](=[O:21])[N:9]([CH2:12][C:13](=O)[C:14]3[CH:19]=[CH:18][CH:17]=[CH:16][CH:15]=3)[C:10](=O)[C:5]=2[CH:4]=1)[CH3:2].Cl.[NH2:43][O:44][CH2:45]C=C.N1C=CC=CC=1.Cl.[OH2:55]>C(Cl)(Cl)Cl.C(O)C>[CH2:1]([C:3]1[S:41][C:6]2[N:7]([CH2:22][C:23]3[CH:24]=[CH:25][C:26]([C:29]4[CH:34]=[CH:33][CH:32]=[CH:31][C:30]=4[C:35]4[NH:39][C:38](=[O:40])[O:37][N:36]=4)=[CH:27][CH:28]=3)[C:8](=[O:21])[N:9]([CH2:12][C:13](=[N:43][O:44][CH3:45])[C:14]3[CH:15]=[CH:16][CH:17]=[CH:18][CH:19]=3)[C:10](=[O:55])[C:5]=2[CH:4]=1)[CH3:2] |f:1.2|. Procedure: A mixture of 6-ethyl-1-{[2′-(5-oxo-4,5-dihydro-1,2,4-oxadiazol-3-yl)biphenyl-4-yl]methyl}-3-(2-oxo-2-phenylethyl)thieno[2,3-d]pyrimidine-2,4(1H,3H)-dione (0.3 g), 3-(aminooxy)prop-1-ene hydrochloride (0.05 g), pyridine (10 mL) and ethanol (10 mL) was stirred at 100° C. for 16 hr. To the reaction mixture were added chloroform and water, and the mixture was adjusted to pH 4 with 1N hydrochloric acid. The chloroform layer was washed with saturated brine, and dried over anhydrous magnesium sulfate. ... Reactants: ClC=1C=CC=2N(N1)C=C(N2)C (6-Chloro-2-methylimidazo[1,2-b]pyridazine), Cl (hydrochloric acid), C(C)[Mg]Br (ethylmagnesium bromide), O (water). Reagents/catalysts: Cl[Ni]1([P](CCC[P](C2=CC=CC=C2)1C3=CC=CC=C3)(C4=CC=CC=C4)C5=CC=CC=C5)Cl ([1,3-bis(diphenylphosphino)propane]nickel(II) dichloride). The solvent is CCOCC (ether), CCOCC (ether). The product is C(C)C=1C=CC=2N(N1)C=C(N2)C (6-ethyl-2-methylimidazo[1,2-b]pyridazine). RXN SMILES: Cl[C:2]1[CH:3]=[CH:4][C:5]2[N:6]([CH:8]=[C:9]([CH3:11])[N:10]=2)[N:7]=1.[CH2:12]([Mg]Br)[CH3:13].O.Cl>CCOCC.Cl[Ni]1(Cl)[P](C2C=CC=CC=2)(C2C=CC=CC=2)CCC[P]1(C1C=CC=CC=1)C1C=CC=CC=1>[CH2:12]([C:2]1[CH:3]=[CH:4][C:5]2[N:6]([CH:8]=[C:9]([CH3:11])[N:10]=2)[N:7]=1)[CH3:13] |^1:25,41|. Procedure: 6-Chloro-2-methylimidazo[1,2-b]pyridazine (5.00 g, 29.8 mmol) and [1,3-bis(diphenylphosphino)propane]nickel(II) dichloride (0.08 g, 0.15 mmol) were suspended in dry ether (40 ml)-dry THF (20 ml), and a solution of ethylmagnesium bromide in ether (3 M, 15 ml, 45 mmol) was added dropwise thereto with stirring under ice-cooling over 5 minutes (internal temperature 10° C. or less). The temperature of the reaction solution was increased to room temperature, and the mixture was stirred at the same tem...